Dataset: the Open Reaction Database (ORD), a public repository of structured organic reaction records. Task: describe an organic reaction: reactants, conditions, products, and yield Starting materials: C(C)C=1C=C2CC(CC2=CC1CC)NC[C@H](O)C1=C2C=CC(NC2=C(C=C1)O)=O ((R)-5-[2-(5,6-diethyl-indan-2-ylamino)-1-hydroxyethyl]-8-hydroxy-1H-quinolin-2-one), C(\C=C\C(=O)O)(=O)O (fumaric acid). Solvent: CO (methanol), CO (methanol). Run at temperature 50 celsius, time 10 minute. Yields the product C(\C=C\C(=O)O)(=O)O.C(C)C=1C=C2CC(CC2=CC1CC)NC[C@H](O)C1=C2C=CC(NC2=C(C=C1)O)=O ((R)-5-[2-(5,6-diethyl-indan-2-ylamino)-1-hydroxyethyl]-8-hydroxy-1H-quinolin-2-one fumarate). RXN SMILES: [CH2:1]([C:3]1[CH:4]=[C:5]2[C:9](=[CH:10][C:11]=1[CH2:12][CH3:13])[CH2:8][CH:7]([NH:14][CH2:15][C@@H:16]([C:18]1[CH:27]=[CH:26][C:25]([OH:28])=[C:24]3[C:19]=1[CH:20]=[CH:21][C:22](=[O:29])[NH:23]3)[OH:17])[CH2:6]2)[CH3:2].[C:30]([OH:37])(=[O:36])/[CH:31]=[CH:32]/[C:33]([OH:35])=[O:34]>CO>[C:30]([OH:37])(=[O:36])/[CH:31]=[CH:32]/[C:33]([OH:35])=[O:34].[CH2:12]([C:11]1[CH:10]=[C:9]2[C:5](=[CH:4][C:3]=1[CH2:1][CH3:2])[CH2:6][CH:7]([NH:14][CH2:15][C@@H:16]([C:18]1[CH:27]=[CH:26][C:25]([OH:28])=[C:24]3[C:19]=1[CH:20]=[CH:21][C:22](=[O:29])[NH:23]3)[OH:17])[CH2:8]2)[CH3:13] |f:3.4|. Reported procedure: A suspension of 2.208 g (R)-5-[2-(5,6-diethyl-indan-2-ylamino)-1-hydroxyethyl]-8-hydroxy-1H-quinolin-2-one base (5.625 mmoles) in 20 ml methanol is heated to 50° C. A solution of 0.326 g fumaric acid (2.81 mmoles) in 5 ml methanol is dropwise added to the suspension at constant flow rate, over 10 minutes. The resulting solution is stirred at 50° C. Crystallization takes then spontaneously place after ca. 10 minutes. The suspension is allowed to cool and stirred for 3 hours at room temperature. T... Reactants: [Cl-].[Al+3].[Cl-].[Cl-] (Aluminum chloride), ClC1=C(C=CC=C1Cl)OC (2,3-dichloroanisole), C1(=CC=CC=C1)CC(=O)Cl (phenylacetyl chloride). The solvent is C(=S)=S (carbon disulfide). Run at temperature 5 celsius, time 8 hour. Yields the product ClC1=C(C=CC(=C1Cl)OC)C(CC1=CC=CC=C1)=O (2',3' -Dichloro-4'-methoxy-2-phenylacetophenone). Reaction SMILES: [Cl-].[Al+3].[Cl-].[Cl-].[Cl:5][C:6]1[C:11]([Cl:12])=[CH:10][CH:9]=[CH:8][C:7]=1[O:13][CH3:14].[C:15]1([CH2:21][C:22](Cl)=[O:23])[CH:20]=[CH:19][CH:18]=[CH:17][CH:16]=1>C(=S)=S>[Cl:12][C:11]1[C:6]([Cl:5])=[C:7]([O:13][CH3:14])[CH:8]=[CH:9][C:10]=1[C:22](=[O:23])[CH2:21][C:15]1[CH:20]=[CH:19][CH:18]=[CH:17][CH:16]=1 |f:0.1.2.3|. Procedure details: Aluminum chloride (395 g.) is added portionwise to a stirred solution of 2,3-dichloroanisole (500 g.) and phenylacetyl chloride (392 ml.) in carbon disulfide (1200 ml.) with cooling to 5°C. in an ice-water bath. After the addition, the reaction mixture is allowed to warm to room temperature, whereupon it forms a solid mass. After standing at 20°-25°C. overnight, the reaction vessel is flushed with nitrogen for 15 minutes, and crushed ice (about 2 kg.) and 12N HCl (400 ml.) are slowly added alter... The reactants are ClCCl, ClCCCl, Cc1cc(Nc2ncnc3ccc(C=CCO)cc23)ccc1Oc1cccnc1, O=S(Cl)Cl. Yields the product Cc1cc(Nc2ncnc3ccc(C=CCCl)cc23)ccc1Oc1cccnc1. As a reaction SMILES: [CH2:34]([Cl:35])[Cl:36].[CH2:37]([Cl:38])[CH2:39][Cl:40].[CH3:1][c:2]1[cH:3][c:4]([NH:15][c:16]2[n:17][cH:18][n:19][c:20]3[cH:21][cH:22][c:23]([CH:26]=[CH:27][CH2:28][OH:29])[cH:24][c:25]23)[cH:5][cH:6][c:7]1[O:8][c:9]1[cH:10][n:11][cH:12][cH:13][cH:14]1.[S:30]([Cl:31])([Cl:32])=[O:33]>>[CH3:1][c:2]1[cH:3][c:4]([NH:15][c:16]2[n:17][cH:18][n:19][c:20]3[cH:21][cH:22][c:23]([CH:26]=[CH:27][CH2:28][Cl:32])[cH:24][c:25]23)[cH:5][cH:6][c:7]1[O:8][c:9]1[cH:10][n:11][cH:12][cH:13][cH:14]1. Starting materials: CCOCC, O=C(Cl)OCc1ccccc1, Nc1cc(C(F)(F)F)ccc1CO, [Na+], [Na+], O=C([O-])[O-], C1CCOC1, O, O. Product: O=C(Nc1cc(C(F)(F)F)ccc1CO)OCc1ccccc1. RXN SMILES: [CH3:38][CH2:39][O:40][CH2:41][CH3:42].[Cl:7][C:8](=[O:9])[O:10][CH2:11][c:12]1[cH:13][cH:14][cH:15][cH:16][cH:17]1.[NH2:18][c:19]1[c:20]([CH2:29][OH:30])[cH:21][cH:22][c:23]([C:25]([F:26])([F:27])[F:28])[cH:24]1.[Na+:1].[Na+:2].[O-:3][C:4](=[O:5])[O-:6].[O:31]1[CH2:32][CH2:33][CH2:34][CH2:35]1.[OH2:36].[OH2:37]>>[C:8](=[O:9])([O:10][CH2:11][c:12]1[cH:13][cH:14][cH:15][cH:16][cH:17]1)[NH:18][c:19]1[c:20]([CH2:29][OH:30])[cH:21][cH:22][c:23]([C:25]([F:26])([F:27])[F:28])[cH:24]1.